From a dataset of the Open Reaction Database (ORD), a public repository of structured organic reaction records. describe an organic reaction: reactants, conditions, products, and yield Starting materials: [N+](=O)(O)[O-] (nitric acid), S(O)(O)(=O)=O (sulfuric acid), [N+](=O)(O)[O-] (HNO3), NO2+ H3O+, O=[N+]=O (nitronium), C1=CC=CC=C1 (benzene). The product is [N+](=O)([O-])C1=CC=CC=C1 (nitrobenzene). RXN SMILES: [N+:1]([O-:4])(O)=[O:2].S(=O)(=O)(O)O.O=[N+]=O.[CH:13]1[CH:18]=[CH:17][CH:16]=[CH:15][CH:14]=1>>[N+:1]([C:13]1[CH:18]=[CH:17][CH:16]=[CH:15][CH:14]=1)([O-:4])=[O:2]. Reported procedure: The most common reagent used in conventional methods for preparing nitrobenzene is nitric acid or a mixed acid, typically, a mixed solution of concentrated nitric acid and concentrated sulfuric acid, oleum or fuming sulfuric acid. The process generally includes initially forming a nitronium ion, NO2+ by the reaction of nitric acid with concentrated sulfuric acid, as follows: HNO3+2H2SO4→NO2++H3O++2HSO4− The nitronium ion then reacts with benzene to form nitrobenzene, according to the following r...